describe an organic reaction: reactants, conditions, products, and yield From a dataset of the Open Reaction Database (ORD), a public repository of structured organic reaction records. The reactants are C(C)OC(CC1=CC(=CC=C1)SC1=C(NC2=CC(=CC=C12)Cl)C)=O ([3-(6-chloro-2-methyl-1H-indol-3-ylsulfanyl)-phenyl]-acetic acid ethyl ester), BrC=1C=NN(C1)C (4-bromo-1-methylpyrazole). Yields the product C(C)OC(CC1=CC(=CC=C1)SC1=C(N(C2=CC(=CC=C12)Cl)C=1C=NN(C1)C)C)=O ({3-[6-Chloro-2-methyl-1-(1-methyl-1H-pyrazol-4-yl)-1H-indol-3-ylsulfanyl]-phenyl}-acetic acid ethyl ester). Reaction SMILES: [CH2:1]([O:3][C:4](=[O:24])[CH2:5][C:6]1[CH:11]=[CH:10][CH:9]=[C:8]([S:12][C:13]2[C:21]3[C:16](=[CH:17][C:18]([Cl:22])=[CH:19][CH:20]=3)[NH:15][C:14]=2[CH3:23])[CH:7]=1)[CH3:2].Br[C:26]1[CH:27]=[N:28][N:29]([CH3:31])[CH:30]=1>>[CH2:1]([O:3][C:4](=[O:24])[CH2:5][C:6]1[CH:11]=[CH:10][CH:9]=[C:8]([S:12][C:13]2[C:21]3[C:16](=[CH:17][C:18]([Cl:22])=[CH:19][CH:20]=3)[N:15]([C:26]3[CH:27]=[N:28][N:29]([CH3:31])[CH:30]=3)[C:14]=2[CH3:23])[CH:7]=1)[CH3:2]. Procedure: Prepared according to the procedure described in Example 42, Step 4, using the following starting materials: [3-(6-chloro-2-methyl-1H-indol-3-ylsulfanyl)-phenyl]-acetic acid ethyl ester and 4-bromo-1-methylpyrazole.